This data is from the Open Reaction Database (ORD), a public repository of structured organic reaction records. The task is: describe an organic reaction: reactants, conditions, products, and yield The reactants are COC=1C=C2CCC(=C(C2=CC1)C(=O)C1=CC=C(C=C1)O)C1=CC(=CC=C1)OC ([3,4-dihydro-6-methoxy-2-(3-methoxyphenyl)-1-naphthalenyl](4-hydroxyphenyl)methanone), C(=O)([O-])[O-].[K+].[K+] (K2CO3), Cl.ClCCN1CCCCC1 (N-2-chloroethylpiperidine hydrochloride). Solvent: CN(C)C=O (DMF). Run at time 16 hour. Yields the product COC=1C=C2CCC(=C(C2=CC1)C(=O)C1=CC=C(C=C1)OCCN1CCCCC1)C1=CC(=CC=C1)OC ([3,4-dihydro-6-methoxy-2-(3-methoxyphenyl)-1-naphthalenyl][4-[2-(1-piperdinyl)ethoxy]phenylmethanone]). Reaction SMILES: [CH3:1][O:2][C:3]1[CH:4]=[C:5]2[C:10](=[CH:11][CH:12]=1)[C:9]([C:13]([C:15]1[CH:20]=[CH:19][C:18]([OH:21])=[CH:17][CH:16]=1)=[O:14])=[C:8]([C:22]1[CH:27]=[CH:26][CH:25]=[C:24]([O:28][CH3:29])[CH:23]=1)[CH2:7][CH2:6]2.C([O-])([O-])=O.[K+].[K+].Cl.Cl[CH2:38][CH2:39][N:40]1[CH2:45][CH2:44][CH2:43][CH2:42][CH2:41]1>CN(C=O)C>[CH3:1][O:2][C:3]1[CH:4]=[C:5]2[C:10](=[CH:11][CH:12]=1)[C:9]([C:13]([C:15]1[CH:20]=[CH:19][C:18]([O:21][CH2:38][CH2:39][N:40]3[CH2:45][CH2:44][CH2:43][CH2:42][CH2:41]3)=[CH:17][CH:16]=1)=[O:14])=[C:8]([C:22]1[CH:27]=[CH:26][CH:25]=[C:24]([O:28][CH3:29])[CH:23]=1)[CH2:7][CH2:6]2 |f:1.2.3,4.5|. Reported procedure: [3,4-dihydro-6-methoxy-2-(3-methoxyphenyl)-1-naphthalenyl](4-hydroxyphenyl)methanone (3.5 g, 9.0 mmol), anhydrous K2CO3 (6.25 g, 45 mmol), N-2-chloroethylpiperidine hydrochloride (1.75 g, 9.5 mmol, Aldrich Chem. Co.) 10 mg of KI, and anhydrous DMF (150 mL) were combined under a nitrogen atmosphere and the resulting mixture was stirred at room temperature for 16 hr. The DMF was removed under reduced pressure and the residue was distributed into water and ethyl acetate. The organic layer was separ...